From a dataset of the Open Reaction Database (ORD), a public repository of structured organic reaction records. describe an organic reaction: reactants, conditions, products, and yield Starting materials: CC(=O)OC(C)=O, O=CO, CCCCCON=C(C(=O)O)c1csc(N)n1. The product is CCCCCON=C(C(=O)O)c1csc(NC=O)n1. As a reaction SMILES: [CH3:18][C:19](=[O:20])[O:21][C:22](=[O:23])[CH3:24].[CH:25]([OH:26])=[O:27].[NH2:1][c:2]1[s:3][cH:4][c:5]([C:7]([C:8](=[O:9])[OH:10])=[N:11][O:12][CH2:13][CH2:14][CH2:15][CH2:16][CH3:17])[n:6]1>>[NH:1]([c:2]1[s:3][cH:4][c:5]([C:7]([C:8](=[O:9])[OH:10])=[N:11][O:12][CH2:13][CH2:14][CH2:15][CH2:16][CH3:17])[n:6]1)[CH:19]=[O:20]. The reactants are O=C1CCC(=O)N1Br, ClC(Cl)(Cl)Cl, Cc1cc(Cl)c(Cl)cc1C#N, CC(C)(C#N)N=NC(C)(C)C#N. Yields the product N#Cc1cc(Cl)c(Cl)cc1CBr. As a reaction SMILES: [Br:12][N:13]1[C:14](=[O:15])[CH2:16][CH2:17][C:18]1=[O:19].[C:32]([Cl:33])([Cl:34])([Cl:35])[Cl:36].[Cl:1][c:2]1[cH:3][c:4]([CH3:11])[c:5]([C:6]#[N:7])[cH:8][c:9]1[Cl:10].[N:20]([C:21]([CH3:22])([CH3:23])[C:24]#[N:25])=[N:26][C:27]([CH3:28])([CH3:29])[C:30]#[N:31]>>[Cl:1][c:2]1[cH:3][c:4]([CH2:11][Br:12])[c:5]([C:6]#[N:7])[cH:8][c:9]1[Cl:10]. Starting materials: [H-].[Al+3].[Li+].[H-].[H-].[H-] (lithium aluminium hydride), Cl (hydrochloric acid), C(C)(=O)[C@]1(CC2(C3=C(C=CC(=C3C1)OC)OC)SCCS2)O ((S)-3'-acetyl-1',2',3',4'-tetrahydro-3'-hydroxy-5',8'-dimethoxyspiro[1,3-dithiolane-2,1'-naphthalene]), [H-].[Al+3].[Li+].[H-].[H-].[H-] (lithium aluminium hydride), O (water). Solvent: C(C)OCC (diethyl ether), O1CCCC1 (tetrahydrofuran), C(C)OCC (diethyl ether). Conditions: temperature -78 celsius, time 30 minute. The product is O[C@@]1(CC2(C3=C(C=CC(=C3C1)OC)OC)SCCS2)C(C)O ((3'S)-1',2',3',4'-tetrahydro-3'-hydroxy-3'-[1-(hydroxy)ethyl]-5', 8'-dimethoxyspiro[1,3-dithiolane-2,1'-naphthalene]). As a reaction SMILES: [C:1]([C@:4]1([OH:22])[CH2:13][C:12]2[C:7](=[C:8]([O:16][CH3:17])[CH:9]=[CH:10][C:11]=2[O:14][CH3:15])[C:6]2([S:21][CH2:20][CH2:19][S:18]2)[CH2:5]1)(=[O:3])[CH3:2].[H-].[Al+3].[Li+].[H-].[H-].[H-].Cl.O>O1CCCC1.C(OCC)C>[OH:22][C@@:4]1([CH:1]([OH:3])[CH3:2])[CH2:13][C:12]2[C:7](=[C:8]([O:16][CH3:17])[CH:9]=[CH:10][C:11]=2[O:14][CH3:15])[C:6]2([S:18][CH2:19][CH2:20][S:21]2)[CH2:5]1 |f:1.2.3.4.5.6|. Reported procedure: A solution of 10.0 g of (S)-3'-acetyl-1',2',3',4'-tetrahydro-3'-hydroxy-5',8'-dimethoxyspiro[1,3-dithiolane-2,1'-naphthalene] in 250 ml of dry tetrahydrofuran was cooled to -78° C. and a solution of 1.12 g of lithium aluminium hydride in 75 ml of diethyl ether was added over a period of a few minutes. The mixture was stirred at -78° C. under nitrogen for 30 minutes and then a further 1.12 g of lithium aluminium hydride in 75 ml of diethyl ether were added. After a total reaction time of 45 minut... Reactants: ClC1=CC=C(C#N)C=C1 (4-chlorobenzonitrile), C(C)OCC (diethyl ether), Cl (HCl). Solvent: C(C)O (ethanol). Run at time 72 hour. Product: Cl.C(C)OC(C1=CC=C(C=C1)Cl)=N (Ethyl-4-chlorobenzimidate hydrochloride). As a reaction SMILES: [Cl:1][C:2]1[CH:9]=[CH:8][C:5]([C:6]#[N:7])=[CH:4][CH:3]=1.[CH2:10]([O:12]CC)[CH3:11].Cl>C(O)C>[ClH:1].[CH2:10]([O:12][C:6](=[NH:7])[C:5]1[CH:8]=[CH:9][C:2]([Cl:1])=[CH:3][CH:4]=1)[CH3:11] |f:4.5|. Procedure details: 10 g of 4-chlorobenzonitrile was suspended in 12 ml of ethanol and dissolved by adding diethyl ether. While being cooled in an ice bath, it was saturated with HCl gas. After 72 hours, precipitated product was suctioned out. The product was washed with diethyl ether.